From a dataset of the Open Reaction Database (ORD), a public repository of structured organic reaction records. describe an organic reaction: reactants, conditions, products, and yield Starting materials: C1(=CC=CC=C1)S(=O)(=O)NC1=C(C2=C(S1)CCCC2)C(=O)OCC (ethyl 2-benzenesulphonylamino-4,5,6,7-tetrahydro-benzo[b]thiophene-3-carboxylate), ethyl 2-amino-4,5,6,7-tetrahydrobenzo[b]thiophene-3-carboxlyate, C1(=CC=CC=C1)CS(=O)(=O)Cl (phenylmethanesulphonyl chloride). Yields the product C1(=CC=CC=C1)CS(=O)(=O)NC1=C(C2=C(S1)CCCC2)C(=O)OCC (Ethyl 2-phenylmethanesulphonylamino-4,5,6,7-tetrahydrobenzo[b]thiophene-3-carboxylate). As a reaction SMILES: C1([S:7]([NH:10][C:11]2[S:15][C:14]3[CH2:16][CH2:17][CH2:18][CH2:19][C:13]=3[C:12]=2[C:20]([O:22][CH2:23][CH3:24])=[O:21])(=[O:9])=[O:8])C=CC=CC=1.[C:25]1([CH2:31]S(Cl)(=O)=O)[CH:30]=[CH:29][CH:28]=[CH:27][CH:26]=1>>[C:25]1([CH2:31][S:7]([NH:10][C:11]2[S:15][C:14]3[CH2:16][CH2:17][CH2:18][CH2:19][C:13]=3[C:12]=2[C:20]([O:22][CH2:23][CH3:24])=[O:21])(=[O:8])=[O:9])[CH:30]=[CH:29][CH:28]=[CH:27][CH:26]=1. Procedure details: Prepared by proceeding in a similar manner to Intermediate 1, starting from ethyl 2-amino-4,5,6,7-tetrahydrobenzo[b]thiophene-3-carboxlyate and phenylmethanesulphonyl chloride. Reactants: CC(=O)c1ccc(OCc2ccccc2)cc1, CN([SiH](C)C)[Si](C)(C)C, CC(=O)O, N#CCC#N. Product: CC(=C(C#N)C#N)c1ccc(OCc2ccccc2)cc1. Reaction SMILES: [CH2:10]([c:11]1[cH:12][cH:13][cH:14][cH:15][cH:16]1)[O:17][c:18]1[cH:19][cH:20][c:21]([C:24]([CH3:25])=[O:26])[cH:22][cH:23]1.[CH3:1][SiH:2]([CH3:3])[N:4]([CH3:5])[Si:6]([CH3:7])([CH3:8])[CH3:9].[CH3:32][C:33](=[O:34])[OH:35].[N:27]#[C:28][CH2:29][C:30]#[N:31]>>[CH2:10]([c:11]1[cH:12][cH:13][cH:14][cH:15][cH:16]1)[O:17][c:18]1[cH:19][cH:20][c:21]([C:24]([CH3:25])=[C:29]([C:28]#[N:27])[C:30]#[N:31])[cH:22][cH:23]1. Reactants: O(C1=CC=CC=C1)CCCCBr (4-phenoxy-1-butylbromide), C(C)OC(=O)[C@H]1CNCCC1 ((R)-3-piperidine-carboxylic acid ethyl ester), C([O-])([O-])=O.[K+].[K+] (potassium carbonate). The solvent is CC(=O)CC(C)C (methyl isobutylketone). The product is C(C)OC(=O)[C@H]1CN(CCC1)CCCCOC1=CC=CC=C1 ((R)-1-(4-phenoxy-1-butyl)-3-piperidinecarboxylic acid ethyl ester). Isolated yield 90.0%. RXN SMILES: [O:1]([CH2:8][CH2:9][CH2:10][CH2:11]Br)[C:2]1[CH:7]=[CH:6][CH:5]=[CH:4][CH:3]=1.[CH2:13]([O:15][C:16]([C@@H:18]1[CH2:23][CH2:22][CH2:21][NH:20][CH2:19]1)=[O:17])[CH3:14].C(=O)([O-])[O-].[K+].[K+]>CC(CC(C)C)=O>[CH2:13]([O:15][C:16]([C@@H:18]1[CH2:23][CH2:22][CH2:21][N:20]([CH2:11][CH2:10][CH2:9][CH2:8][O:1][C:2]2[CH:7]=[CH:6][CH:5]=[CH:4][CH:3]=2)[CH2:19]1)=[O:17])[CH3:14] |f:2.3.4|. Reported procedure: A mixture of 4-phenoxy-1-butylbromide (10 g, 44 mmol), (R)-3-piperidine-carboxylic acid ethyl ester (15 g, 44 mmol), potassium carbonate (18 g, 131 mmol) and methyl isobutylketone (100 ml) was heated at reflux overnight. The reaction mixture was allowed to cool and then filtered. The solvent was evaporated from the filtrate in vacuo and the residue was purified by column chromatography on silica gel (300 g, heptane/ethyl acetate=4/1) to give 12.1 g of (R)-1-(4-phenoxy-1-butyl)-3-piperidinecarbox... Starting materials: CN(C)C=O, Cl, N#CCS(=O)(=O)CCC(F)(F)F, [H-], FC(F)(F)CCCI, [Na+]. Yields the product N#CC(CCCC(F)(F)F)S(=O)(=O)CCC(F)(F)F. As a reaction SMILES: [CH3:24][N:25]([CH3:26])[CH:27]=[O:28].[ClH:23].[F:9][C:10]([CH2:11][CH2:12][S:13](=[O:14])(=[O:15])[CH2:16][C:17]#[N:18])([F:19])[F:20].[H-:21].[I:1][CH2:2][CH2:3][CH2:4][C:5]([F:6])([F:7])[F:8].[Na+:22]>>[CH2:2]([CH2:3][CH2:4][C:5]([F:6])([F:7])[F:8])[CH:16]([S:13]([CH2:12][CH2:11][C:10]([F:9])([F:19])[F:20])(=[O:14])=[O:15])[C:17]#[N:18]. The reactants are N1=CC=C(C=C1)N1CCN(CC1)C1=CC=C(C=C1)O (4-[4-(4-pyridyl)piperazin-1-yl]phenol), N(=NC(=O)OCC)C(=O)OCC (diethyl azodicarboxylate), COC(CC(CO)C=C)=O (Methyl-4-hydroxy-3-vinylbutyrate), C1(=CC=CC=C1)P(C1=CC=CC=C1)C1=CC=CC=C1 (triphenylphosphine). Run in ClCCl (dichloromethane). Yields the product [OH-].[NH4+] (ammonium hydroxide), C(=C)C(CC(=O)[O-])C (3-vinylbutyrate). The yield is 33.1%. RXN SMILES: [N:1]1C=CC(N2CCN(C3C=CC([OH:19])=CC=3)CC2)=CC=1.C1(P(C2C=CC=CC=2)C2C=CC=CC=2)C=CC=CC=1.N(C(OCC)=O)=NC(OCC)=O.C[O:52][C:53](=[O:60])[CH2:54][CH:55]([CH:58]=[CH2:59])[CH2:56]O>ClCCl>[OH-:19].[NH4+:1].[CH:58]([CH:55]([CH3:56])[CH2:54][C:53]([O-:60])=[O:52])=[CH2:59] |f:5.6|. Procedure details: To a stirred suspension of 4-[4-(4-pyridyl)piperazin-1-yl]phenol (1.98 g) in dichloromethane (30 ml) at 15° C. was added triphenylphosphine (2.04 g) followed by dropwise addition of diethyl azodicarboxylate (1.35 g). The mixture was stirred until complete solution was obtained. Methyl-4-hydroxy-3-vinylbutyrate (1.12 g) was added dropwise and the mixture stirred for 4 hours. The solid which had precipitated during the reaction was the starting phenol and was filtered off. The filtrate was evapora... Starting materials: CCO, O=C[O-], CCOC=O, NNc1ccc([N+](=O)[O-])cc1, [Na+], O=C(O)C=CC(=O)O. Yields the product O=CNNc1ccc([N+](=O)[O-])cc1. RXN SMILES: [CH3:21][CH2:22][OH:23].[CH:12](=[O:13])[O-:14].[CH:16]([O:17][CH2:18][CH3:19])=[O:20].[N+:1](=[O:2])([O-:3])[c:4]1[cH:5][cH:6][c:7]([NH:10][NH2:11])[cH:8][cH:9]1.[Na+:15].[OH:24][C:25]([CH:26]=[CH:27][C:28](=[O:29])[OH:30])=[O:31]>>[N+:1](=[O:2])([O-:3])[c:4]1[cH:5][cH:6][c:7]([NH:10][NH:11][CH:12]=[O:13])[cH:8][cH:9]1. Reactants: CCOC(=O)C(=NO)c1csc(NC(c2ccccc2)(c2ccccc2)c2ccccc2)n1, O=C([O-])[O-], CN1CCC(Br)C1=O, CS(C)=O, [K+], [K+], O. The product is CCOC(=O)C(=NOC1CCN(C)C1=O)c1csc(NC(c2ccccc2)(c2ccccc2)c2ccccc2)n1. Reaction SMILES: [C:1]([c:2]1[cH:3][cH:4][cH:5][cH:6][cH:7]1)([c:8]1[cH:9][cH:10][cH:11][cH:12][cH:13]1)([c:14]1[cH:15][cH:16][cH:17][cH:18][cH:19]1)[NH:20][c:21]1[s:22][cH:23][c:24]([C:26]([C:27](=[O:28])[O:29][CH2:30][CH3:31])=[N:32][OH:33])[n:25]1.[C:34](=[O:35])([O-:36])[O-:37].[CH3:40][N:41]1[C:42](=[O:47])[CH:43]([Br:46])[CH2:44][CH2:45]1.[CH3:49][S:50]([CH3:51])=[O:52].[K+:38].[K+:39].[OH2:48]>>[C:1]([c:2]1[cH:3][cH:4][cH:5][cH:6][cH:7]1)([c:8]1[cH:9][cH:10][cH:11][cH:12][cH:13]1)([c:14]1[cH:15][cH:16][cH:17][cH:18][cH:19]1)[NH:20][c:21]1[s:22][cH:23][c:24]([C:26]([C:27](=[O:28])[O:29][CH2:30][CH3:31])=[N:32][O:33][CH:43]2[C:42](=[O:47])[N:41]([CH3:40])[CH2:45][CH2:44]2)[n:25]1.